Dataset: the Open Reaction Database (ORD), a public repository of structured organic reaction records. Task: describe an organic reaction: reactants, conditions, products, and yield Reactants: [N+](=O)([O-])C1=CC=C(C=C1)CCN(CCCCCCN1C(C2=CC=CC=C2C1=O)=O)CCOC1=CC=C(C=C1)[N+](=O)[O-] (2-[6-([2-(4-nitrophenyl)ethyl]{2-[(4-nitrophenyl)oxy]ethyl}amino)hexyl]-1H-isoindole-1,3(2H)-dione). Solvent: C(C)O (ethanol), O (water), C(C)(=O)O (acetic acid). Conditions: time 12 hour. Yields the product NC1=CC=C(C=C1)CCN(CCCCCCN1C(C2=CC=CC=C2C1=O)=O)CCOC1=CC=C(C=C1)N (2-[6-([2-(4-aminophenyl)ethyl]{2-[(4-aminophenyl)oxy]ethyl}amino)hexyl]-1H-isoindole-1,3(2H)-dione). Yield: 100.1%. RXN SMILES: [N+:1]([C:4]1[CH:9]=[CH:8][C:7]([CH2:10][CH2:11][N:12]([CH2:30][CH2:31][O:32][C:33]2[CH:38]=[CH:37][C:36]([N+:39]([O-])=O)=[CH:35][CH:34]=2)[CH2:13][CH2:14][CH2:15][CH2:16][CH2:17][CH2:18][N:19]2[C:27](=[O:28])[C:26]3[C:21](=[CH:22][CH:23]=[CH:24][CH:25]=3)[C:20]2=[O:29])=[CH:6][CH:5]=1)([O-])=O>C(O)C.O.C(O)(=O)C>[NH2:1][C:4]1[CH:9]=[CH:8][C:7]([CH2:10][CH2:11][N:12]([CH2:30][CH2:31][O:32][C:33]2[CH:34]=[CH:35][C:36]([NH2:39])=[CH:37][CH:38]=2)[CH2:13][CH2:14][CH2:15][CH2:16][CH2:17][CH2:18][N:19]2[C:27](=[O:28])[C:26]3[C:21](=[CH:22][CH:23]=[CH:24][CH:25]=3)[C:20]2=[O:29])=[CH:6][CH:5]=1. Procedure details: 2-[6-([2-(4-nitrophenyl)ethyl]{2-[(4-nitrophenyl)oxy]ethyl}amino)hexyl]-1H-isoindole-1,3(2H)-dione (0.35 g) was dissolved in a mixture of ethanol (40 ml), water (5 ml) and acetic acid (5 ml) and the resulting solution degassed under reduced pressure. 10% Palladium on carbon (56% paste, 0.27 g) was added and the resulting mixture stirred vigorously under a hydrogen atmosphere (atmospheric pressure) for 12 h. The reaction mixture was filtered through Celite™ and washed with ethanol. The filtrate a... The product is C1(=CC=CC=C1)C(C)OC1=CC=C(C=O)C=C1 (4-(1-phenylethoxy)benzaldehyde). Reaction conditions: time 20 minute. Starting materials: OC1=CC=C(C=O)C=C1 (4-hydroxybenzaldehyde), CC(C)([O-])C.[K+] (potassium t-butoxide), BrC(C)C1=CC=CC=C1 (1-Bromoethylbenzene). Yield: 95.0%. Solvent: [Cl-].[Na+].O (brine), CS(=O)C (dimethylsulfoxide). Procedure: To a solution of 4-hydroxybenzaldehyde (528 mg, 4.32 mmol) in dimethylsulfoxide (8 mL) was added potassium t-butoxide (558 mg, 4.97 mmol) and the mixture was stirred for 20 mins. 1-Bromoethylbenzene was added dropwise and the reaction was stirred for 1 hour at room temperature It was then poured into brine (8 mL) and extracted with ethyl acetate (3×10 mL). The organics were combined; dried with MgSO4 and concentrated. The resulting residue was chromatographed (silica gel, ether:hexanes, 15:85) t... As a reaction SMILES: [OH:1][C:2]1[CH:9]=[CH:8][C:5]([CH:6]=[O:7])=[CH:4][CH:3]=1.CC(C)([O-])C.[K+].Br[CH:17]([C:19]1[CH:24]=[CH:23][CH:22]=[CH:21][CH:20]=1)[CH3:18]>CS(C)=O.[Cl-].[Na+].O>[C:19]1([CH:17]([O:1][C:2]2[CH:9]=[CH:8][C:5]([CH:6]=[O:7])=[CH:4][CH:3]=2)[CH3:18])[CH:24]=[CH:23][CH:22]=[CH:21][CH:20]=1 |f:1.2,5.6.7|. Starting materials: C(C)(C)(C)OC(OC[C@H]1CN(C[C@H]1CN(C(C)C)C(=O)OC(C)(C)C)CC1=CC=CC=C1)=O (carbonic acid (3R*,4S*)-1-benzyl-4-[(tert-butoxycarbonyl-isopropyl-amino)-methyl]-pyrrolidin-3-ylmethyl ester tert-butyl ester), CC[O-].[Na+] (NaOEt). The solvent is CCO (EtOH). Reaction conditions: time 2 hour. Product: C(C)(C)(C)OC(N(C(C)C)C[C@@H]1CN(C[C@@H]1CO)CC1=CC=CC=C1)=O (((3S*,4R*)-1-Benzyl-4-hydroxymethyl-pyrrolidin-3-ylmethyl)-isopropyl-carbamic acid tert-butyl ester). Reaction SMILES: C(OC(=O)[O:7][CH2:8][C@@H:9]1[C@H:13]([CH2:14][N:15]([C:19]([O:21][C:22]([CH3:25])([CH3:24])[CH3:23])=[O:20])[CH:16]([CH3:18])[CH3:17])[CH2:12][N:11]([CH2:26][C:27]2[CH:32]=[CH:31][CH:30]=[CH:29][CH:28]=2)[CH2:10]1)(C)(C)C.CC[O-].[Na+]>CCO>[C:22]([O:21][C:19](=[O:20])[N:15]([CH2:14][C@H:13]1[C@@H:9]([CH2:8][OH:7])[CH2:10][N:11]([CH2:26][C:27]2[CH:32]=[CH:31][CH:30]=[CH:29][CH:28]=2)[CH2:12]1)[CH:16]([CH3:17])[CH3:18])([CH3:24])([CH3:25])[CH3:23] |f:1.2|. Procedure details: A mixture of carbonic acid (3R*,4S*)-1-benzyl-4-[(tert-butoxycarbonyl-isopropyl-amino)-methyl]-pyrrolidin-3-ylmethyl ester tert-butyl ester (2.02 g, 4.31 mmol) and NaOEt (0.59 g, 8.62 mmol) in EtOH (35 mL) is stirred for 2 h at room temperature. The solvent is concentrated and the residue is diluted by CH2Cl2 and H2O. The layers are separated and the organic extract is washed successively with H2O and brine. The combined organic layers are dried with MgSO4, filtered and concentrated. The crude m...